From a dataset of the Open Reaction Database (ORD), a public repository of structured organic reaction records. describe an organic reaction: reactants, conditions, products, and yield Reactants: CC(=O)OC(C)=O, ClC(Cl)Cl, NCCn1cc(Cc2ncc[nH]2)c2ccccc21. Yields the product CC(=O)NCCn1cc(Cc2ncc[nH]2)c2ccccc21. As a reaction SMILES: [CH3:1][C:2]([O:3][C:5]([CH3:6])=[O:7])=[O:4].[CH:26]([Cl:27])([Cl:28])[Cl:29].[NH2:8][CH2:9][CH2:10][n:11]1[cH:12][c:13]([CH2:20][c:21]2[nH:22][cH:23][cH:24][n:25]2)[c:14]2[cH:15][cH:16][cH:17][cH:18][c:19]12>>[C:5]([CH3:6])(=[O:7])[NH:8][CH2:9][CH2:10][n:11]1[cH:12][c:13]([CH2:20][c:21]2[n:22][cH:23][cH:24][nH:25]2)[c:14]2[cH:15][cH:16][cH:17][cH:18][c:19]12. RXN SMILES: [Al+3:2].[CH3:7][N:8]([CH3:9])[CH2:10][c:11]1[s:12][cH:13][c:14]([C:16](=[O:17])[O:18][CH2:19][CH3:20])[n:15]1.[H-:1].[H-:4].[H-:5].[H-:6].[Li+:3].[O:21]1[CH2:22][CH2:23][CH2:24][CH2:25]1>>[CH3:7][N:8]([CH3:9])[CH2:10][c:11]1[s:12][cH:13][c:14]([CH2:16][OH:17])[n:15]1. Product: CN(C)Cc1nc(CO)cs1. Starting materials: [Al+3], CCOC(=O)c1csc(CN(C)C)n1, [H-], [H-], [H-], [H-], [Li+], C1CCOC1. Reaction SMILES: [NH2:1][C:2]1[CH:7]=[CH:6][C:5]([CH2:8][C:9]([O:11][CH3:12])=[O:10])=[CH:4][CH:3]=1.Br[CH2:14][CH2:15][CH2:16][CH2:17]Br.C(=O)([O-])[O-].[K+].[K+]>CN(C)C=O>[N:1]1([C:2]2[CH:3]=[CH:4][C:5]([CH2:8][C:9]([O:11][CH3:12])=[O:10])=[CH:6][CH:7]=2)[CH2:17][CH2:16][CH2:15][CH2:14]1 |f:2.3.4|. Reactants: NC1=CC=C(C=C1)CC(=O)OC (Methyl 4-aminophenylacetate), BrCCCCBr (1,4-dibromobutane), C([O-])([O-])=O.[K+].[K+] (potassium carbonate). Yields the product N1(CCCC1)C1=CC=C(C=C1)CC(=O)OC (methyl 4-(pyrrolidin-1-yl)phenylacetate). Conditions: temperature 80 celsius, time 8 hour. Reported procedure: Methyl 4-aminophenylacetate (0.4 g, 2.4 mmol), 1,4-dibromobutane (0.29 mL, 2.4 mmol) and potassium carbonate (0.34 g, 2.6 mmol) were dissolved in dimethylformamide (30 mL), and the mixture was stirred overnight at 80° C. The solvent was evaporated, and the residue was worked up according to a conventional method and purified by silica gel column chromatography to give the title compound (0.13 g, 0.59 mmol). Run in CN(C=O)C (dimethylformamide). Isolated yield 24.6%. Starting materials: C1(=CCCCC1)P(O)(=O)O (cyclohexene-1-phosphonic acid), C(=O)(Cl)Cl.C1(=CCCCC1)P(=O)(Cl)Cl (cyclohexene-1-phosphonic acid dichloride phosgene). Yields the product C1(=CCCCC1)P(=O)(Cl)Cl (cyclohexene-1-phosphonic acid dichloride). Yield: 928.2%. Reaction SMILES: C1(P(O)(=O)O)CCCCC=1.C(Cl)(Cl)=O.[C:15]1([P:21]([Cl:24])([Cl:23])=[O:22])[CH2:20][CH2:19][CH2:18][CH2:17][CH:16]=1>>[C:15]1([P:21]([Cl:24])([Cl:23])=[O:22])[CH2:20][CH2:19][CH2:18][CH2:17][CH:16]=1 |f:1.2|. Reported procedure: Into a mixture of 57 g of cyclohexene-1-phosphonic acid and 10 g of cyclohexene-1-phosphonic acid dichloride phosgene was introduced at a temperature of from 170°-180°C for 19 hours. At the end of the reaction, nitrogen was blown through the mixture to remove excess phosgene and subsequently the mixture was distilled under reduced pressure. 62 g of cyclohexene-1-phosphonic acid dichloride were obtained, b.p. 75°C under 0.3 mm Hg, corresponding to a yield of 89.5 percent of the theory. The reactants are O=[N+]([O-])c1cc(Br)cnc1Cl, CCOC(=O)CC(=O)OCC, C1CCOC1, [H-], [Na+]. Yields the product Cc1ncc(Br)cc1[N+](=O)[O-]. Reaction SMILES: [Br:3][c:4]1[cH:5][c:6]([N+:11](=[O:12])[O-:13])[c:7]([Cl:10])[n:8][cH:9]1.[C:14]([O:15][CH2:16][CH3:17])(=[O:18])[CH2:19][C:20]([O:21][CH2:22][CH3:23])=[O:24].[CH2:25]1[O:26][CH2:27][CH2:28][CH2:29]1.[H-:1].[Na+:2]>>[Br:3][c:4]1[cH:5][c:6]([N+:11](=[O:12])[O-:13])[c:7]([CH3:14])[n:8][cH:9]1.